This data is from the Open Reaction Database (ORD), a public repository of structured organic reaction records. The task is: describe an organic reaction: reactants, conditions, products, and yield Reactants: Cl[SiH](Cl)Cl (trichlorosilane), C(CC=C)OC1=CC=C(C(=O)OC2=C(C=C(C=C2)\C=C\C(=O)OC)OC)C=C1 (2-methoxy-4-[(E)2-methoxycarbonylvinyl]phenyl 4-(3-butenyloxy)benzoate), H2PtCl6. The solvent is O1CCCC1 (tetrahydrofuran), O1CCCC1 (tetrahydrofuran). Run at time 5 hour. Yields the product Cl[Si](CCCCOC1=CC=C(C(=O)OC2=C(C=C(C=C2)\C=C\C(=O)OC)OC)C=C1)(Cl)Cl (2-methoxy-4-[(E)2-methoxycarbonylvinyl]phenyl 4-(4-trichlorosilanylbutyloxy)benzoate). Reaction SMILES: [Cl:1][SiH:2]([Cl:4])[Cl:3].[CH2:5]([O:9][C:10]1[CH:32]=[CH:31][C:13]([C:14]([O:16][C:17]2[CH:22]=[CH:21][C:20](/[CH:23]=[CH:24]/[C:25]([O:27][CH3:28])=[O:26])=[CH:19][C:18]=2[O:29][CH3:30])=[O:15])=[CH:12][CH:11]=1)[CH2:6][CH:7]=[CH2:8]>O1CCCC1>[Cl:1][Si:2]([Cl:4])([Cl:3])[CH2:8][CH2:7][CH2:6][CH2:5][O:9][C:10]1[CH:11]=[CH:12][C:13]([C:14]([O:16][C:17]2[CH:22]=[CH:21][C:20](/[CH:23]=[CH:24]/[C:25]([O:27][CH3:28])=[O:26])=[CH:19][C:18]=2[O:29][CH3:30])=[O:15])=[CH:31][CH:32]=1. Procedure details: 5 ml of trichlorosilane are added while stirring to a solution of 0.1 g of H2PtCl6 in 20 ml of dry tetrahydrofuran. A solution of 14.8 g of 2-methoxy-4-[(E)2-methoxycarbonylvinyl]phenyl 4-(3-butenyloxy)benzoate dissolved in 20 ml of dry tetrahydrofuran is cautiously added dropwise thereto. Thereafter, the mixture is stirred at room temperature for 5 hrs. and then at 50° C. for 16 hrs. The reaction mixture is concentrated in a water-jet vacuum and completely freed from residual solvent and trichl... The reactants are BrCBr, [Li]CCCC, CN(C)P(=O)(N(C)C)N(C)C, CC(C)NC(C)C, CCC1CC(c2ccc(Cl)cc2Cl)C(=O)O1, C1CCOC1. Reaction SMILES: [Br:29][CH2:30][Br:31].[CH2:8]([Li:9])[CH2:10][CH2:11][CH3:12].[CH3:32][N:33]([P:34]([N:35]([CH3:36])[CH3:37])([N:38]([CH3:39])[CH3:40])=[O:41])[CH3:42].[CH:1]([NH:2][CH:3]([CH3:4])[CH3:5])([CH3:6])[CH3:7].[Cl:13][c:14]1[c:15]([CH:21]2[C:22](=[O:23])[O:24][CH:25]([CH2:27][CH3:28])[CH2:26]2)[cH:16][cH:17][c:18]([Cl:20])[cH:19]1.[O:43]1[CH2:44][CH2:45][CH2:46][CH2:47]1>>[Cl:13][c:14]1[c:15]([C:21]2([CH2:30][Br:29])[C:22](=[O:23])[O:24][CH:25]([CH2:27][CH3:28])[CH2:26]2)[cH:16][cH:17][c:18]([Cl:20])[cH:19]1. The product is CCC1CC(CBr)(c2ccc(Cl)cc2Cl)C(=O)O1. Reactants: O=C([O-])[O-], COCCOCCOCCO, [K+], [K+], N#Cc1ccc([N+](=O)[O-])cc1C#N, CN(C)C=O. Product: COCCOCCOCCOc1ccc(C#N)c(C#N)c1. Reaction SMILES: [C:25](=[O:26])([O-:27])[O-:28].[CH3:14][O:15][CH2:16][CH2:17][O:18][CH2:19][CH2:20][O:21][CH2:22][CH2:23][OH:24].[K+:29].[K+:30].[N+:1]([O-:2])(=[O:3])[c:4]1[cH:5][c:6]([C:12]#[N:13])[c:7]([C:8]#[N:9])[cH:10][cH:11]1.[O:31]=[CH:32][N:33]([CH3:34])[CH3:35]>>[c:4]1([O:24][CH2:23][CH2:22][O:21][CH2:20][CH2:19][O:18][CH2:17][CH2:16][O:15][CH3:14])[cH:5][c:6]([C:12]#[N:13])[c:7]([C:8]#[N:9])[cH:10][cH:11]1.